This data is from the Open Reaction Database (ORD), a public repository of structured organic reaction records. The task is: describe an organic reaction: reactants, conditions, products, and yield Reactants: C(CCCC)C=1CC(SCC1CCCCC)CO (3,6-dihydro-4,5-dipentyl-2H-thiopyran-2-yl-methanol), C(Br)(Br)(Br)Br (carbon tetrabromide), C1(=CC=CC=C1)P(C1=CC=CC=C1)C1=CC=CC=C1 (triphenylphosphine). Solvent: C(Cl)Cl (methylene chloride), C(Cl)Cl (methylene chloride). Run at temperature 0 celsius, time 14 hour. The product is BrCC1SCC(=C(C1)CCCCC)CCCCC (2-bromomethyl-3,6-dihydro-4,5-dipentyl-2H-thiopyran). As a reaction SMILES: [CH2:1]([C:6]1[CH2:7][CH:8]([CH2:17]O)[S:9][CH2:10][C:11]=1[CH2:12][CH2:13][CH2:14][CH2:15][CH3:16])[CH2:2][CH2:3][CH2:4][CH3:5].C1(P(C2C=CC=CC=2)C2C=CC=CC=2)C=CC=CC=1.C(Br)(Br)(Br)[Br:39]>C(Cl)Cl>[Br:39][CH2:17][CH:8]1[CH2:7][C:6]([CH2:1][CH2:2][CH2:3][CH2:4][CH3:5])=[C:11]([CH2:12][CH2:13][CH2:14][CH2:15][CH3:16])[CH2:10][S:9]1. Procedure details: Part B. The alcohol from Part A above is dissolved in methylene chloride along with carbon tetrabromide, and cooled to 0° C. A methylene chloride solution of triphenylphosphine is added dropwise. The mixture is stirred for 14 hours, then evaporated and rapidly eluted through a plug ofsilica gel with an appropriate solvent system to afford 2-bromomethyl-3,6-dihydro-4,5-dipentyl-2H-thiopyran. This compound is useddirectly, and treated with potassium cyanide in dimethylsulfoxide at 80° C. until thi... The reactants are CCNCc1ccccc1, COc1ccccc1N(CC(=O)O)S(=O)(=O)c1ccc(C(C)C)cn1. The product is CCN(Cc1ccccc1)C(=O)CN(c1ccccc1OC)S(=O)(=O)c1ccc(C(C)C)cn1. Reaction SMILES: [CH2:26]([c:27]1[cH:28][cH:29][cH:30][cH:31][cH:32]1)[NH:33][CH2:34][CH3:35].[CH:1]([CH3:2])([CH3:3])[c:4]1[cH:5][cH:6][c:7]([S:10](=[O:11])(=[O:12])[N:13]([c:14]2[c:15]([O:20][CH3:21])[cH:16][cH:17][cH:18][cH:19]2)[CH2:22][C:23](=[O:24])[OH:25])[n:8][cH:9]1>>[CH:1]([CH3:2])([CH3:3])[c:4]1[cH:5][cH:6][c:7]([S:10](=[O:11])(=[O:12])[N:13]([c:14]2[c:15]([O:20][CH3:21])[cH:16][cH:17][cH:18][cH:19]2)[CH2:22][C:23](=[O:24])[N:33]([CH2:26][c:27]2[cH:28][cH:29][cH:30][cH:31][cH:32]2)[CH2:34][CH3:35])[n:8][cH:9]1. The reactants are Example 1, 1'-methyl, CN1CCC2(CC1)COC1=CC=3CCNC3C=C12 (1'-methyl-2,3,6,7-tetrahydrospiro[furo[2,3-f]indole-3,4'-piperidine]), CC1=C(C=CC(=C1)C1=NOC(=C1)C)C1=CC=C(C=C1)C(=O)O (2'-methyl-4'-(5-methylisoxazol-3-yl)biphenyl-4-carboxylic acid). Product: CN1CCC2(CC1)COC1=CC=3CCN(C3C=C12)C(=O)C1=CC=C(C=C1)C1=C(C=C(C=C1)C1=NOC(=C1)C)C (1'-Methyl-5-(2'-methyl-4'-(5-methylisoxazol-3-yl)biphenyl-4-carbonyl)-2,3,6,7-tetrahydrospiro[furo[2,3-f]indole-3,4'-piperidine]). As a reaction SMILES: [CH3:1][N:2]1[CH2:7][CH2:6][C:5]2([C:18]3[C:10](=[CH:11][C:12]4[CH2:13][CH2:14][NH:15][C:16]=4[CH:17]=3)[O:9][CH2:8]2)[CH2:4][CH2:3]1.[CH3:19][C:20]1[CH:25]=[C:24]([C:26]2[CH:30]=[C:29]([CH3:31])[O:28][N:27]=2)[CH:23]=[CH:22][C:21]=1[C:32]1[CH:37]=[CH:36][C:35]([C:38](O)=[O:39])=[CH:34][CH:33]=1>>[CH3:1][N:2]1[CH2:3][CH2:4][C:5]2([C:18]3[C:10](=[CH:11][C:12]4[CH2:13][CH2:14][N:15]([C:38]([C:35]5[CH:34]=[CH:33][C:32]([C:21]6[CH:22]=[CH:23][C:24]([C:26]7[CH:30]=[C:29]([CH3:31])[O:28][N:27]=7)=[CH:25][C:20]=6[CH3:19])=[CH:37][CH:36]=5)=[O:39])[C:16]=4[CH:17]=3)[O:9][CH2:8]2)[CH2:6][CH2:7]1. Procedure details: The title compound was prepared from 1'-methyl-2,3,6,7-tetrahydrospiro[furo[2,3-f]indole-3,4'-piperidine (D8) and 2'-methyl-4'-(5-methylisoxazol-3-yl)biphenyl-4-carboxylic acid (D83) using a procedure similar to that of Example 1 (75%) m.p. 197-9° C. The solvent is CN(C=O)C (dimethylformamide). Reported procedure: To a solution of propargylamine (250 μL, 3.645 mmol) in diisopropylethylamine (1.273 mL, 7.290 mmol), was added 9-fluorenylmethyl chloroformate (Fmoc), dissolved in 7 mL dimethylformamide. The mixture was stirred under argon overnight at room temperature. After completion, the solution was reduced in vacuo. An ethyl acetate/water extraction procedure was performed to isolate the product; MS: 278.10 (m/z). Conditions: time 8 hour. The reactants are C(C#C)N (propargylamine), C(C)(C)N(CC)C(C)C (diisopropylethylamine), ClC(=O)OCC1C2=CC=CC=C2C=2C=CC=CC12 (9-fluorenylmethyl chloroformate). Reaction SMILES: [CH2:1]([NH2:4])[C:2]#[CH:3].C(N(C(C)C)CC)(C)C.Cl[C:15]([O:17][CH2:18][CH:19]1[C:31]2[CH:30]=[CH:29][CH:28]=[CH:27][C:26]=2[C:25]2[C:20]1=[CH:21][CH:22]=[CH:23][CH:24]=2)=[O:16]>CN(C)C=O>[CH:30]1[C:31]2[CH:19]([CH2:18][O:17][C:15](=[O:16])[NH:4][CH2:1][C:2]#[CH:3])[C:20]3[C:25](=[CH:24][CH:23]=[CH:22][CH:21]=3)[C:26]=2[CH:27]=[CH:28][CH:29]=1. The product is C1=CC=CC=2C3=CC=CC=C3C(C12)COC(NCC#C)=O (Prop-2-ynyl-carbamic acid 9H-fluoren-9-ylmethyl ester).